From a dataset of the Open Reaction Database (ORD), a public repository of structured organic reaction records. describe an organic reaction: reactants, conditions, products, and yield Starting materials: CCOC(=O)C1CC(S(=O)(=O)c2ccccc2C(F)(F)F)CN1, COC(=O)C1CC(S(=O)(=O)c2ccccc2C(F)(F)F)CN1, Clc1ncccn1. Product: COC(=O)C1CC(S(=O)(=O)c2ccccc2C(F)(F)F)CN1c1ncccn1. RXN SMILES: [CH2:23]([O:24][C:25]([CH:26]1[CH2:27][CH:28]([S:29]([c:30]2[cH:31][cH:32][cH:33][cH:34][c:35]2[C:36]([F:37])([F:38])[F:39])(=[O:40])=[O:41])[CH2:42][NH:43]1)=[O:44])[CH3:45].[CH3:1][O:2][C:3](=[O:4])[CH:5]1[NH:6][CH2:7][CH:8]([S:10](=[O:11])(=[O:12])[c:13]2[c:14]([C:19]([F:20])([F:21])[F:22])[cH:15][cH:16][cH:17][cH:18]2)[CH2:9]1.[Cl:46][c:47]1[n:48][cH:49][cH:50][cH:51][n:52]1>>[CH3:1][O:2][C:3](=[O:4])[CH:5]1[N:6]([c:47]2[n:48][cH:49][cH:50][cH:51][n:52]2)[CH2:7][CH:8]([S:10](=[O:11])(=[O:12])[c:13]2[c:14]([C:19]([F:20])([F:21])[F:22])[cH:15][cH:16][cH:17][cH:18]2)[CH2:9]1. The reactants are C(C=C)C1(CC1)S(=O)(=O)N1C(N(C=2C1=CC1=C(N=CO1)C2F)C2=C(C=C(C=C2)I)F)=O (7-((1-allylcyclopropyl)sulfonyl)-4-fluoro-5-(2-fluoro-4-iodophenyl)-5H-imidazo[4′,5′:4,5]benzo[1,2-d]oxazol-6(7H)-one), C[Si]([O-])(C)C.[K+] (potassium trimethylsilanolate). The solvent is C1CCOC1 (THF). Reaction conditions: time 1 hour. Product: C(C=C)C1(CC1)S(=O)(=O)NC1=CC2=C(N=CO2)C(=C1NC1=C(C=C(C=C1)I)F)F (1-allyl-N-(4-fluoro-5-((2-fluoro-4-iodophenyl)amino)benzo[d]oxazol-6-yl)cyclopropane-1-sulfonamide). Yield: 81.8%. RXN SMILES: [CH2:1]([C:4]1([S:7]([N:10]2[C:14]3=[CH:15][C:16]4[O:20][CH:19]=[N:18][C:17]=4[C:21]([F:22])=[C:13]3[N:12]([C:23]3[CH:28]=[CH:27][C:26]([I:29])=[CH:25][C:24]=3[F:30])C2=O)(=[O:9])=[O:8])[CH2:6][CH2:5]1)[CH:2]=[CH2:3].C[Si](C)(C)[O-].[K+]>C1COCC1>[CH2:1]([C:4]1([S:7]([NH:10][C:14]2[C:13]([NH:12][C:23]3[CH:28]=[CH:27][C:26]([I:29])=[CH:25][C:24]=3[F:30])=[C:21]([F:22])[C:17]3[N:18]=[CH:19][O:20][C:16]=3[CH:15]=2)(=[O:9])=[O:8])[CH2:6][CH2:5]1)[CH:2]=[CH2:3] |f:1.2|. Reported procedure: To a solution of 7-((1-allylcyclopropyl)sulfonyl)-4-fluoro-5-(2-fluoro-4-iodophenyl)-5H-imidazo[4′,5′:4,5]benzo[1,2-d]oxazol-6(7H)-one (120 mg, 0.23 mmol) in THF (10 mL) was added potassium trimethylsilanolate (48 mg, 0.35 mmol). The reaction was stirred at room temperature for 1 h and quenched with saturated NH4Cl (aq.). The aqueous layer was extracted with EA (10 mL×2). The combined organic phase was washed with brine (10 mL), dried over Na2SO4, filtered and concentrated in vacuo. The residue ... The product is BrC1=C(C=C(C=C1)Cl)C1=CC(N(C=C1)C(C(=O)OC(C)(C)C)CC=1C=NC=CC1)=O (tert-Butyl 2-[4-(2-bromo-5-chlorophenyl)-2-oxopyridin-1(2H)-yl]-3-(pyridin-3-yl)propanoate). Starting materials: BrC1=C(C=C(C=C1)Cl)C1=CC(N(C=C1)CC(=O)OC(C)(C)C)=O (tert-butyl [4-(2-bromo-5-chlorophenyl)-2-oxopyridin-1(2H)-yl]acetate), Br.BrCC=1C=NC=CC1 (3-(bromomethyl)pyridine monohydrobromide). Reported procedure: 206 mg (purity 94%, 0.49 mmol) of tert-butyl [4-(2-bromo-5-chlorophenyl)-2-oxopyridin-1(2H)-yl]acetate and 184 mg (0.73 mmol) of 3-(bromomethyl)pyridine monohydrobromide were reacted according to General Method 7A. Yield: 274 mg (purity 88%, quant.) Reaction SMILES: [Br:1][C:2]1[CH:7]=[CH:6][C:5]([Cl:8])=[CH:4][C:3]=1[C:9]1[CH:14]=[CH:13][N:12]([CH2:15][C:16]([O:18][C:19]([CH3:22])([CH3:21])[CH3:20])=[O:17])[C:11](=[O:23])[CH:10]=1.Br.Br[CH2:26][C:27]1[CH:28]=[N:29][CH:30]=[CH:31][CH:32]=1>>[Br:1][C:2]1[CH:7]=[CH:6][C:5]([Cl:8])=[CH:4][C:3]=1[C:9]1[CH:14]=[CH:13][N:12]([CH:15]([CH2:26][C:27]2[CH:28]=[N:29][CH:30]=[CH:31][CH:32]=2)[C:16]([O:18][C:19]([CH3:20])([CH3:22])[CH3:21])=[O:17])[C:11](=[O:23])[CH:10]=1 |f:1.2|. The reactants are O=N[O-], COC(=O)c1cc(Oc2ccc(N)cc2)cc(C(=O)OC)c1, [Na+], O, O=S(=O)(O)O. RXN SMILES: [N:28](=[O:29])[O-:30].[NH2:6][c:7]1[cH:8][cH:9][c:10]([O:11][c:12]2[cH:13][c:14]([C:22](=[O:23])[O:24][CH3:25])[cH:15][c:16]([C:17](=[O:18])[O:19][CH3:20])[cH:21]2)[cH:26][cH:27]1.[Na+:31].[OH2:32].[S:1](=[O:2])(=[O:3])([OH:4])[OH:5]>>[c:7]1([OH:29])[cH:8][cH:9][c:10]([O:11][c:12]2[cH:13][c:14]([C:22](=[O:23])[O:24][CH3:25])[cH:15][c:16]([C:17](=[O:18])[O:19][CH3:20])[cH:21]2)[cH:26][cH:27]1. Product: COC(=O)c1cc(Oc2ccc(O)cc2)cc(C(=O)OC)c1. Reaction SMILES: Cl.[NH2:2][C:3]1[N:32]=[C:6]2[N:7]([C:22]3[CH:27]=[CH:26][CH:25]=[C:24]([C:28]([F:31])([F:30])[F:29])[CH:23]=3)[C:8]([CH3:21])=[C:9]([C:19]#[N:20])[C@@H:10]([C:11]3[CH:16]=[CH:15][C:14]([C:17]#[N:18])=[CH:13][CH:12]=3)[N:5]2[N:4]=1.[S:33]1[CH:37]=[CH:36][CH:35]=[C:34]1[C:38](Cl)=[O:39]>N1C=CC=CC=1>[C:19]([C:9]1[C@@H:10]([C:11]2[CH:16]=[CH:15][C:14]([C:17]#[N:18])=[CH:13][CH:12]=2)[N:5]2[N:4]=[C:3]([NH:2][C:38]([C:34]3[S:33][CH:37]=[CH:36][CH:35]=3)=[O:39])[N:32]=[C:6]2[N:7]([C:22]2[CH:27]=[CH:26][CH:25]=[C:24]([C:28]([F:29])([F:31])[F:30])[CH:23]=2)[C:8]=1[CH3:21])#[N:20] |f:0.1|. Reactants: Cl.NC1=NN2C(N(C(=C([C@H]2C2=CC=C(C=C2)C#N)C#N)C)C2=CC(=CC=C2)C(F)(F)F)=N1 ((7R)-2-amino-7-(4-cyanophenyl)-5-methyl-4-[3-(trifluoromethyl)phenyl]-4,7-dihydro[1,2,4]triazolo[1,5-a]pyrimidine-6-carbonitrile hydrochloride), S1C(=CC=C1)C(=O)Cl (thiophene-2-carbonyl chloride). Procedure details: Under an atmosphere of argon protective gas, (7R)-2-amino-7-(4-cyanophenyl)-5-methyl-4-[3-(trifluoromethyl)phenyl]-4,7-dihydro[1,2,4]triazolo[1,5-a]pyrimidine-6-carbonitrile hydrochloride (30 mg, 66 mmol) was dissolved in abs. pyridine (1.5 ml). At room temperature, thiophene-2-carbonyl chloride (29 mg, 197 mmol, 3 eq.) was added. After 12 h, analysis of the reaction by HPLC showed substantial conversion. The reaction mixture was concentrated under reduced pressure and purified by preparative HP... Run in N1=CC=CC=C1 (pyridine). Reaction conditions: time 12 hour. Product: C(#N)C1=C(N(C=2N([C@@H]1C1=CC=C(C=C1)C#N)N=C(N2)NC(=O)C=2SC=CC2)C2=CC(=CC=C2)C(F)(F)F)C (N-{(7R)-6-Cyano-7-(4-cyanophenyl)-5-methyl-4-[3-(trifluoromethyl)phenyl]-4,7-dihydro[1,2,4]triazolo[1,5-a]pyrimidin-2-yl}thiophene-2-carboxamide). Reported procedure: Crude 4-(4,4-dimethylpiperidin-1-yl)-2-methylbutan-2-amine (5.80 g, 29.2 mmol) was dissolved into THF (100 mL). To this solution was added CbzOSu (7.29 g, 1 equiv, 29.2 mmol) in one portion. The reaction was left to stir at room temperature for 3 d. The solvent was removed and the residue was taken up in a mixture of diethyl ether (150 mL) and water (50 mL). The layers were separated and the organic layer washed with 1 M sodium carbonate (2×50 mL), 1M HCl (50 mL), and brine (100 mL). The organic... As a reaction SMILES: [CH3:1][C:2]1([CH3:14])[CH2:7][CH2:6][N:5]([CH2:8][CH2:9][C:10]([CH3:13])([NH2:12])[CH3:11])[CH2:4][CH2:3]1.[C:15](ON1C(=O)CCC1=O)([O:17][CH2:18][C:19]1[CH:24]=[CH:23][CH:22]=[CH:21][CH:20]=1)=[O:16]>C1COCC1>[CH3:1][C:2]1([CH3:14])[CH2:3][CH2:4][N:5]([CH2:8][CH2:9][C:10]([NH:12][C:15](=[O:16])[O:17][CH2:18][C:19]2[CH:24]=[CH:23][CH:22]=[CH:21][CH:20]=2)([CH3:13])[CH3:11])[CH2:6][CH2:7]1. Run in C1CCOC1 (THF). Reactants: CC1(CCN(CC1)CCC(C)(N)C)C (4-(4,4-dimethylpiperidin-1-yl)-2-methylbutan-2-amine), C(=O)(OCC1=CC=CC=C1)ON1C(=O)CCC1=O (CbzOSu). Conditions: time 3 day. Isolated yield 48.9%. The product is CC1(CCN(CC1)CCC(C)(C)NC(OCC1=CC=CC=C1)=O)C (Benzyl 4-(4,4-dimethylpiperidin-1-yl)-2-methylbutan-2-ylcarbamate). The reactants are [F-].[Cs+] (caesium fluoride), [Si](C)(C)(C(C)(C)C)O[C@@H]1C=2C(=C(C(=NC2CC2(C1)CCC2)C(C)C)[C@H](O)C2=CC=C(C=C2)S(F)(F)(F)(F)F)I ((R)—((S)-5′-(tert-butyldimethylsilyloxy)-4′-iodo-2′-isopropyl-6′,8′-dihydro-5′H-spiro[cyclobutane-1,7′-quinoline]-3′-yl)(4-(pentafluorosulfanyl)phenyl)methanol), C([O-])([O-])=O.[Cs+].[Cs+] (caesium carbonate), O1CCC(=CC1)B1OC(C(O1)(C)C)(C)C (2-(3,6-dihydro-2H-pyran-4-yl)-4,4,5,5-tetramethyl-1,3,2-dioxaborolane), solution. Solvent: O1CCCC1.C1(=CC=CC=C1)C (tetrahydrofurane toluene), O (water). Yields the product [Si](C)(C)(C(C)(C)C)O[C@@H]1C=2C(=C(C(=NC2CC2(C1)CCC2)C(C)C)[C@H](O)C2=CC=C(C=C2)S(F)(F)(F)(F)F)C=2CCOCC2 ((R)—((S)-5′-(tert-butyldimethylsilyloxy)-4′-(3,6-dihydro-2H-pyran-4-yl)-2′-isopropyl-6′,8′-dihydro-5′H-spiro[cyclobutane-1,7′-quinoline]-3′-yl)(4-(pentafluorosulfanyl)phenyl)methanol). Reaction SMILES: [Si:1]([O:8][C@H:9]1[CH2:18][C:17]2([CH2:21][CH2:20][CH2:19]2)[CH2:16][C:15]2[N:14]=[C:13]([CH:22]([CH3:24])[CH3:23])[C:12]([C@@H:25]([C:27]3[CH:32]=[CH:31][C:30]([S:33]([F:38])([F:37])([F:36])([F:35])[F:34])=[CH:29][CH:28]=3)[OH:26])=[C:11](I)[C:10]1=2)([C:4]([CH3:7])([CH3:6])[CH3:5])([CH3:3])[CH3:2].[O:40]1[CH2:45][CH:44]=[C:43](B2OC(C)(C)C(C)(C)O2)[CH2:42][CH2:41]1.C(=O)([O-])[O-].[Cs+].[Cs+].[F-].[Cs+]>O.O1CCCC1.C1(C)C=CC=CC=1>[Si:1]([O:8][C@H:9]1[CH2:18][C:17]2([CH2:21][CH2:20][CH2:19]2)[CH2:16][C:15]2[N:14]=[C:13]([CH:22]([CH3:24])[CH3:23])[C:12]([C@@H:25]([C:27]3[CH:32]=[CH:31][C:30]([S:33]([F:38])([F:37])([F:36])([F:35])[F:34])=[CH:29][CH:28]=3)[OH:26])=[C:11]([C:43]3[CH2:44][CH2:45][O:40][CH2:41][CH:42]=3)[C:10]1=2)([C:4]([CH3:7])([CH3:6])[CH3:5])([CH3:3])[CH3:2] |f:2.3.4,5.6,8.9|. Procedure: Obtained by starting from (R)—((S)-5′-(tert-butyldimethylsilyloxy)-4′-iodo-2′-isopropyl-6′,8′-dihydro-5′H-spiro[cyclobutane-1,7′-quinoline]-3′-yl)(4-(pentafluorosulfanyl)phenyl)methanol and 2-(3,6-dihydro-2H-pyran-4-yl)-4,4,5,5-tetramethyl-1,3,2-dioxaborolane. A 2 M solution of caesium carbonate in water is used instead caesium fluoride. The reaction is run in tetrahydrofurane/toluene 4:1. The reactants are NC1=C(C=CC(=C1)NS(=O)(=O)C)NC([C@](C(=O)OCC)(O)CC1=CC=C(C=C1)F)=O ((R)-ethyl 3-(2-amino-4-(methylsulfonamido)phenylamino)-2-(4-fluorobenzyl)-2-hydroxy-3-oxopropanoate). Run in C(C)(=O)O (acetic acid). Conditions: temperature 75 celsius. The product is FC1=CC=C(C=C1)C[C@](C(=O)OCC)(C1=NC2=C(N1)C=CC(=C2)NS(=O)(=O)C)O ((R)-ethyl 3-(4-fluorophenyl)-2-hydroxy-2-(5-(methylsulfonamido)-1H-benzo[d]imidazol-2-yl)propanoate). Reaction SMILES: [NH2:1][C:2]1[CH:7]=[C:6]([NH:8][S:9]([CH3:12])(=[O:11])=[O:10])[CH:5]=[CH:4][C:3]=1[NH:13][C:14](=O)[C@@:15]([CH2:22][C:23]1[CH:28]=[CH:27][C:26]([F:29])=[CH:25][CH:24]=1)([OH:21])[C:16]([O:18][CH2:19][CH3:20])=[O:17]>C(O)(=O)C>[F:29][C:26]1[CH:27]=[CH:28][C:23]([CH2:22][C@@:15]([OH:21])([C:14]2[NH:13][C:3]3[CH:4]=[CH:5][C:6]([NH:8][S:9]([CH3:12])(=[O:11])=[O:10])=[CH:7][C:2]=3[N:1]=2)[C:16]([O:18][CH2:19][CH3:20])=[O:17])=[CH:24][CH:25]=1. Reported procedure: (R)-ethyl 3-(2-amino-4-(methylsulfonamido)phenylamino)-2-(4-fluorobenzyl)-2-hydroxy-3-oxopropanoate (600 mg, 1.5 mmol) was dissolved in 3 mL of acetic acid and heated at 75° C. for 2 h. The mixture was then concentrated and purified by Combiflash (silica gel column, 8-35% ethyl acetate in hexane) to give the title product. Reactants: F[B-](F)(F)F, CNCc1csc(NC(=O)OC(C)(C)C)n1, O=C(O)C1CCCO1, CN(C)C(On1nnc2ccccc21)=[N+](C)C. Yields the product CN(Cc1csc(NC(=O)OC(C)(C)C)n1)C(=O)C1CCCO1. As a reaction SMILES: [B-:25]([F:26])([F:27])([F:28])[F:29].[CH3:1][NH:2][CH2:3][c:4]1[n:5][c:6]([NH:9][C:10]([O:11][C:12]([CH3:13])([CH3:14])[CH3:15])=[O:16])[s:7][cH:8]1.[O:17]1[CH:18]([C:22](=[O:23])[OH:24])[CH2:19][CH2:20][CH2:21]1.[n:30]1([O:31][C:32]([N:33]([CH3:34])[CH3:35])=[N+:36]([CH3:37])[CH3:38])[c:39]2[cH:40][cH:41][cH:42][cH:43][c:44]2[n:45][n:46]1>>[CH3:1][N:2]([CH2:3][c:4]1[n:5][c:6]([NH:9][C:10]([O:11][C:12]([CH3:13])([CH3:14])[CH3:15])=[O:16])[s:7][cH:8]1)[C:22]([CH:18]1[O:17][CH2:21][CH2:20][CH2:19]1)=[O:24]. The reactants are C1CNCCN1, Fc1cccc(COc2cncc(Cl)n2)n1, N#Cc1cccc(COc2cncc(N3CCNCC3)n2)c1. The product is Fc1cccc(COc2cncc(N3CCNCC3)n2)n1. As a reaction SMILES: [CH2:39]1[NH:40][CH2:41][CH2:42][NH:43][CH2:44]1.[Cl:23][c:24]1[n:25][c:26]([O:30][CH2:31][c:32]2[n:33][c:34]([F:38])[cH:35][cH:36][cH:37]2)[cH:27][n:28][cH:29]1.[N:1]1([c:7]2[cH:8][n:9][cH:10][c:11]([O:12][CH2:13][c:14]3[cH:15][c:16]([C:20]#[N:21])[cH:17][cH:18][cH:19]3)[n:22]2)[CH2:2][CH2:3][NH:4][CH2:5][CH2:6]1>>[N:1]1([c:24]2[n:25][c:26]([O:30][CH2:31][c:32]3[n:33][c:34]([F:38])[cH:35][cH:36][cH:37]3)[cH:27][n:28][cH:29]2)[CH2:2][CH2:3][NH:4][CH2:5][CH2:6]1.